Dataset: the Open Reaction Database (ORD), a public repository of structured organic reaction records. Task: describe an organic reaction: reactants, conditions, products, and yield The reactants are CC1(N(C(N(C1=O)C1=CC(=C(C#N)C=C1)C(F)(F)F)=O)CCO)C (4-(4,4-dimethyl-2,5-dioxo-3-(2-hydroxyethyl)-1-imidazolidinyl) 2-trifluoromethyl-benzonitrile), C(C)(=O)OC(C)=O (acetic acid anhydride), C([O-])(O)=O.[Na+] (sodium bicarbonate). The reagents and catalysts are CN(C1=CC=NC=C1)C (4-dimethylamino-pyridine). Solvent: N1=CC=CC=C1 (pyridine). Run at time 30 minute. Yields the product C(C)(=O)OCCN1C(N(C(C1(C)C)=O)C1=CC(=C(C#N)C=C1)C(F)(F)F)=O (4-[3-(2-acetyloxyethyl)-4,4-dimethyl-2,5-dioxo-1-imidazolidinyl]2-trifluoromethyl-benzonitrile). Reaction SMILES: [CH3:1][C:2]1([CH3:24])[C:6](=[O:7])[N:5]([C:8]2[CH:15]=[CH:14][C:11]([C:12]#[N:13])=[C:10]([C:16]([F:19])([F:18])[F:17])[CH:9]=2)[C:4](=[O:20])[N:3]1[CH2:21][CH2:22][OH:23].[C:25](OC(=O)C)(=[O:27])[CH3:26].C(=O)(O)[O-].[Na+]>CN(C)C1C=CN=CC=1.N1C=CC=CC=1>[C:25]([O:23][CH2:22][CH2:21][N:3]1[C:2]([CH3:24])([CH3:1])[C:6](=[O:7])[N:5]([C:8]2[CH:15]=[CH:14][C:11]([C:12]#[N:13])=[C:10]([C:16]([F:17])([F:18])[F:19])[CH:9]=2)[C:4]1=[O:20])(=[O:27])[CH3:26] |f:2.3|. Procedure details: A mixture of 215 mg of the product of Example 43, 15 mg of 4-dimethylamino-pyridine, 1 ml of pyridine and 0.5 ml of acetic acid anhydride was stirred at room temperature for 30 minutes and was then poured into 20 ml of a saturated aqueous sodium bicarbonate solution. After stirring for 20 minutes, the mixture was extracted with ethyl acetate. The organic phase was washed with water and evaporated to dryness and the pyridine and residual acetic acid were distilled. The residue was chromatographed... The solvent is CO (methanol). Reaction SMILES: C(OC([N:8]1[CH2:14][CH2:13][CH2:12][N:11]([C:15]2[N:19]([CH2:20][C:21]([F:24])([F:23])[F:22])[C:18]3[CH:25]=[CH:26][CH:27]=[CH:28][C:17]=3[N:16]=2)[CH2:10][CH2:9]1)=O)(C)(C)C.[IH:29]>CO>[IH:29].[IH:29].[N:11]1([C:15]2[N:19]([CH2:20][C:21]([F:24])([F:22])[F:23])[C:18]3[CH:25]=[CH:26][CH:27]=[CH:28][C:17]=3[N:16]=2)[CH2:12][CH2:13][CH2:14][NH:8][CH2:9][CH2:10]1 |f:3.4.5|. Run at temperature 50 celsius, time 1 hour. Procedure details: Stir a solution of 4-[1-(2,2,2-trifluoro-ethyl)-1H-benzoimidazol-2-yl]-[1,4]diazepane-1-carboxylic acid tert-butyl ester (0.43 g, 1.07 mmol), methanol (10 mL) and 57% hydroiodic acid overnight at room temperature, and then heat for two hours at 50° C. Cool, add 57% hydroiodic acid (1 mL) and heat for two hours. Concentrate in vacuo to remove the solvents, dilute the residue with methanol (150 mL), concentrate in vacuo, and triturate the residual oil with ether (300 mL) to afford a tan solid. Sti... Product: I.I.N1(CCNCCC1)C1=NC2=C(N1CC(F)(F)F)C=CC=C2 (2-[1,4]diazepan-1-yl-1-(2,2,2-trifluoro-ethyl)-1H-benzoimidazole dihydroiodide). Reactants: C(C)(C)(C)OC(=O)N1CCN(CCC1)C1=NC2=C(N1CC(F)(F)F)C=CC=C2 (4-[1-(2,2,2-trifluoro-ethyl)-1H-benzoimidazol-2-yl]-[1,4]diazepane-1-carboxylic acid tert-butyl ester), I (hydroiodic acid), I (hydroiodic acid). Reactants: COC1=CC=C(COC=2C=CC=C3C(=CC=NC23)N2CCN(CC2)CC=O)C=C1 (2-(4-(8-((4-Methoxybenzyl)oxy)quinoline-4yl)piperazine-1yl)acetaldehyde), CCCN[C@H]1CCC2=C(C1)SC(=N2)N ((−)-pramipexole), [BH-](OC(=O)C)(OC(=O)C)OC(=O)C.[Na+] (NaBH(OAc)3). The product is COC1=CC=C(COC=2C=CC=C3C(=CC=NC23)N2CCN(CC2)CCN(C2CC3=C(N=C(S3)N)CC2)CCC)C=C1 ((−)-N6-(2-(4-(8-((4-Methoxybenzyl)oxy)quinoline-4-yl)piperazine-1-yl)ethyl)-N6-propyl-4,5,6,7-tetrahydrobenzo[d]thiazole-2,6-diamine). Yield: 74.9%. As a reaction SMILES: [CH3:1][O:2][C:3]1[CH:29]=[CH:28][C:6]([CH2:7][O:8][C:9]2[CH:10]=[CH:11][CH:12]=[C:13]3[C:18]=2[N:17]=[CH:16][CH:15]=[C:14]3[N:19]2[CH2:24][CH2:23][N:22]([CH2:25][CH:26]=O)[CH2:21][CH2:20]2)=[CH:5][CH:4]=1.[CH3:30][CH2:31][CH2:32][NH:33][C@@H:34]1[CH2:39][C:38]2[S:40][C:41]([NH2:43])=[N:42][C:37]=2[CH2:36][CH2:35]1.[BH-](OC(C)=O)(OC(C)=O)OC(C)=O.[Na+]>>[CH3:1][O:2][C:3]1[CH:29]=[CH:28][C:6]([CH2:7][O:8][C:9]2[CH:10]=[CH:11][CH:12]=[C:13]3[C:18]=2[N:17]=[CH:16][CH:15]=[C:14]3[N:19]2[CH2:20][CH2:21][N:22]([CH2:25][CH2:26][N:33]([CH2:32][CH2:31][CH3:30])[CH:34]3[CH2:35][CH2:36][C:37]4[N:42]=[C:41]([NH2:43])[S:40][C:38]=4[CH2:39]3)[CH2:23][CH2:24]2)=[CH:5][CH:4]=1 |f:2.3|. Reported procedure: Compound 27 (1.0 g, 2.55 mmol) was treated with (−)-pramipexole (599 mg, 2.81 mmol) and NaBH(OAc)3 (973 mg, 4.59 mmol) by following procedure A. The reaction mixture was purified by silica gel column chromatography (EtOAc/MeOH, 9:1) to yield 1.12 g (75%) of compound (−)-28 as yellow solid. The 1H NMR of (−)-28 is similar to compound (±)-28. Starting materials: BrC(Br)(Br)Br, C1CCOC1, N#CCc1cccc(CO)c1, c1ccc(P(c2ccccc2)c2ccccc2)cc1. Product: N#CCc1cccc(CBr)c1. As a reaction SMILES: [Br:12][C:13]([Br:14])([Br:15])[Br:16].[CH2:36]1[O:37][CH2:38][CH2:39][CH2:40]1.[OH:1][CH2:2][c:3]1[cH:4][c:5]([CH2:9][C:10]#[N:11])[cH:6][cH:7][cH:8]1.[c:17]1([P:18]([c:19]2[cH:20][cH:21][cH:22][cH:23][cH:24]2)[c:25]2[cH:26][cH:27][cH:28][cH:29][cH:30]2)[cH:31][cH:32][cH:33][cH:34][cH:35]1>>[CH2:2]([c:3]1[cH:4][c:5]([CH2:9][C:10]#[N:11])[cH:6][cH:7][cH:8]1)[Br:12].